describe an organic reaction: reactants, conditions, products, and yield From a dataset of the Open Reaction Database (ORD), a public repository of structured organic reaction records. Reactants: C1CCOC1, COC(=O)c1c[nH]c2ncccc12, C[Si](C)(C)[N-][Si](C)(C)C, Cl, [Li+], O=C(O)Cc1ccccn1. The product is O=C(Cc1ccccn1)c1c[nH]c2ncccc12. As a reaction SMILES: [CH2:35]1[O:36][CH2:37][CH2:38][CH2:39]1.[CH3:1][O:2][C:3](=[O:4])[c:5]1[cH:6][nH:7][c:8]2[n:9][cH:10][cH:11][cH:12][c:13]12.[CH3:26][Si:27]([N-:28][Si:29]([CH3:30])([CH3:31])[CH3:32])([CH3:33])[CH3:34].[ClH:14].[Li+:25].[n:15]1[c:16]([CH2:21][C:22]([OH:23])=[O:24])[cH:17][cH:18][cH:19][cH:20]1>>[C:3](=[O:4])([c:5]1[cH:6][nH:7][c:8]2[n:9][cH:10][cH:11][cH:12][c:13]12)[CH2:21][c:16]1[n:15][cH:20][cH:19][cH:18][cH:17]1. Reaction SMILES: [CH:1]1([C:4]2[C:12]([N:13]([CH2:18][CH2:19][CH2:20][OH:21])[S:14]([CH3:17])(=[O:16])=[O:15])=[CH:11][C:10]3[C:6](=[C:7]([C:36]([NH:38][CH3:39])=[O:37])[N:8]([C:22]4[CH:27]=[CH:26][C:25]([NH:28]C5C=CC=CC=5F)=[CH:24][CH:23]=4)[N:9]=3)[CH:5]=2)[CH2:3][CH2:2]1.BrC1C=CC(N2C(C(NC)=O)=C3C(C=C(N(CCCO)S(C)(=O)=O)C(C4CC4)=C3)=N2)=CC=1.[F:72][C:73]1[CH:79]=[CH:78][C:76](N)=[CH:75][CH:74]=1>>[CH:1]1([C:4]2[C:12]([N:13]([CH2:18][CH2:19][CH2:20][OH:21])[S:14]([CH3:17])(=[O:15])=[O:16])=[CH:11][C:10]3[C:6](=[C:7]([C:36]([NH:38][CH3:39])=[O:37])[N:8]([C:22]4[CH:23]=[CH:24][C:25]([NH:28][C:76]5[CH:78]=[CH:79][C:73]([F:72])=[CH:74][CH:75]=5)=[CH:26][CH:27]=4)[N:9]=3)[CH:5]=2)[CH2:3][CH2:2]1. Procedure details: 5-Cyclopropyl-2-{4-[(4-fluorophenyl)amino]phenyl}-6-[(3-hydroxypropyl)(methylsulfonyl)amino]-N-methyl-2H-indazole-3-carboxamide (ii) was prepared similarly to Compound (5) (Method C, Step b) from 2-(4-bromophenyl)-5-cyclopropyl-6-[(3-hydroxypropyl)(methylsulfonyl)amino]-N-methyl-2H-indazole-3-carboxamide (i) using 4-fluoroaniline instead of 2-fluoroaniline. Starting materials: C1(CC1)C1=CC2=C(N(N=C2C=C1N(S(=O)(=O)C)CCCO)C1=CC=C(C=C1)NC1=C(C=CC=C1)F)C(=O)NC (5-cyclopropyl-2-{4-[(2-fluorophenyl)amino]phenyl}-6-[(3-hydroxypropyl)(methylsulfonyl)amino]-N-methyl-2H-indazole-3-carboxamide), BrC1=CC=C(C=C1)N1N=C2C=C(C(=CC2=C1C(=O)NC)C1CC1)N(S(=O)(=O)C)CCCO (2-(4-bromophenyl)-5-cyclopropyl-6-[3-hydroxypropyl(methylsulfonyl)amino]-N-methyl-indazole-3-carboxamide), FC1=CC=C(N)C=C1 (4-fluoroaniline). Product: C1(CC1)C1=CC2=C(N(N=C2C=C1N(S(=O)(=O)C)CCCO)C1=CC=C(C=C1)NC1=CC=C(C=C1)F)C(=O)NC (5-Cyclopropyl-2-{4-[(4-fluorophenyl)amino]phenyl}-6-[(3-hydroxypropyl)(methylsulfonyl)amino]-N-methyl-2H-indazole-3-carboxamide).